From a dataset of the Open Reaction Database (ORD), a public repository of structured organic reaction records. describe an organic reaction: reactants, conditions, products, and yield The reactants are CCOC(C)=O, CC(C)c1cccc(C(C)C)c1OC(=O)Oc1ccccc1C(=O)OCc1ccccc1. Yields the product CC(C)c1cccc(C(C)C)c1OC(=O)Oc1ccccc1C(=O)O. Reaction SMILES: [CH3:33][CH2:34][O:35][C:36](=[O:37])[CH3:38].[CH:1]([CH3:2])([CH3:3])[c:4]1[c:5]([O:6][C:7](=[O:8])[O:9][c:10]2[c:11]([C:12](=[O:13])[O:14][CH2:15][c:16]3[cH:17][cH:18][cH:19][cH:20][cH:21]3)[cH:22][cH:23][cH:24][cH:25]2)[c:26]([CH:30]([CH3:31])[CH3:32])[cH:27][cH:28][cH:29]1>>[CH:1]([CH3:2])([CH3:3])[c:4]1[c:5]([O:6][C:7](=[O:8])[O:9][c:10]2[c:11]([C:12](=[O:13])[OH:14])[cH:22][cH:23][cH:24][cH:25]2)[c:26]([CH:30]([CH3:31])[CH3:32])[cH:27][cH:28][cH:29]1. The reactants are [Li+].C[Si](C)(C)[N-][Si](C)(C)C (LiHMDS), COC(C(C)(NC(=O)N1C[C@H](CC1)C1=CC=CC=C1)C)=O (2-methyl-2-[((R)-3-phenyl-pyrrolidine-1-carbonyl)-amino]-propionic acid methyl ester), [Li+].C[Si](C)(C)[N-][Si](C)(C)C (LiHMDS), C(C1=CC=CC=C1)N1N=C(N=C1C1=CC=C(C=C1)F)N (1-benzyl-5-(4-fluorophenyl)-1H-1,2,4-triazol-3-amine). Run in C1CCOC1 (THF), C1CCOC1 (THF), C1CCOC1 (THF), C1CCOC1 (THF). Reaction conditions: time 8 hour. Yields the product C(C1=CC=CC=C1)N1N=C(N=C1C1=CC=C(C=C1)F)NC(=O)C(C)(C)NC(=O)N1C[C@H](CC1)C1=CC=CC=C1 ((R)-3-Phenyl-pyrrolidine-1-carboxylic acid {1-[1-benzyl-5-(4-fluoro-phenyl)-1H-[1,2,4]triazol-3-ylcarbamoyl]-1-methyl-ethyl}-amide). As a reaction SMILES: CO[C:3](=[O:21])[C:4]([CH3:20])([NH:6][C:7]([N:9]1[CH2:13][CH2:12][C@H:11]([C:14]2[CH:19]=[CH:18][CH:17]=[CH:16][CH:15]=2)[CH2:10]1)=[O:8])[CH3:5].[Li+].C[Si]([N-][Si](C)(C)C)(C)C.[CH2:32]([N:39]1[C:43]([C:44]2[CH:49]=[CH:48][C:47]([F:50])=[CH:46][CH:45]=2)=[N:42][C:41]([NH2:51])=[N:40]1)[C:33]1[CH:38]=[CH:37][CH:36]=[CH:35][CH:34]=1>C1COCC1>[CH2:32]([N:39]1[C:43]([C:44]2[CH:49]=[CH:48][C:47]([F:50])=[CH:46][CH:45]=2)=[N:42][C:41]([NH:51][C:3]([C:4]([NH:6][C:7]([N:9]2[CH2:13][CH2:12][C@H:11]([C:14]3[CH:15]=[CH:16][CH:17]=[CH:18][CH:19]=3)[CH2:10]2)=[O:8])([CH3:5])[CH3:20])=[O:21])=[N:40]1)[C:33]1[CH:38]=[CH:37][CH:36]=[CH:35][CH:34]=1 |f:1.2|. Procedure: THF (3 mL) was added to a flask containing 2-methyl-2-[((R)-3-phenyl-pyrrolidine-1-carbonyl)-amino]-propionic acid methyl ester (100 mg, 0.344 mmol) at 0° C. under N2. In a dropwise fashion 1 M LiHMDS in THF (344 uL, 0.344 mmol) was added to the flask. Upon complete addition the reaction was allowed to warm to room temp. After 2.5 hr 1-benzyl-5-(4-fluorophenyl)-1H-1,2,4-triazol-3-amine (92 mg, 0.344 mmol) in THF (1 mL) was added to the reaction. The reaction was allowed to stir overnight. The ne... Reactants: CCCCO, [Cl-], COc1ccc2c(-c3ccccc3)nnc(Cl)c2c1, NC1CCN(Cc2ccc3ccccc3c2)CC1, [NH4+], [Na+], [OH-], O. Yields the product COc1ccc2c(-c3ccccc3)nnc(NC3CCN(Cc4ccc5ccccc5c4)CC3)c2c1. As a reaction SMILES: [CH2:42]([OH:43])[CH2:44][CH2:45][CH3:46].[Cl-:19].[Cl:21][c:22]1[n:23][n:24][c:25](-[c:34]2[cH:35][cH:36][cH:37][cH:38][cH:39]2)[c:26]2[cH:27][cH:28][c:29]([O:32][CH3:33])[cH:30][c:31]12.[NH2:1][CH:2]1[CH2:3][CH2:4][N:5]([CH2:8][c:9]2[cH:10][c:11]3[cH:12][cH:13][cH:14][cH:15][c:16]3[cH:17][cH:18]2)[CH2:6][CH2:7]1.[NH4+:20].[Na+:41].[OH-:40].[OH2:47]>>[NH:1]([CH:2]1[CH2:3][CH2:4][N:5]([CH2:8][c:9]2[cH:10][c:11]3[cH:12][cH:13][cH:14][cH:15][c:16]3[cH:17][cH:18]2)[CH2:6][CH2:7]1)[c:22]1[n:23][n:24][c:25](-[c:34]2[cH:35][cH:36][cH:37][cH:38][cH:39]2)[c:26]2[cH:27][cH:28][c:29]([O:32][CH3:33])[cH:30][c:31]12.